From a dataset of the Open Reaction Database (ORD), a public repository of structured organic reaction records. describe an organic reaction: reactants, conditions, products, and yield Starting materials: O=C(O)CNC(=O)c1cc(-c2ccccc2OCc2ccccc2)on1, CCN=C=NCCCN(C)C, CCN(C(C)C)C(C)C, Clc1ccccc1OC1CCNCC1, Cl, Cl, CN(C)C=O, O, On1nnc2ccccc21. Yields the product O=C(NCC(=O)N1CCC(Oc2ccccc2Cl)CC1)c1cc(-c2ccccc2OCc2ccccc2)on1. RXN SMILES: [CH2:1]([c:2]1[cH:3][cH:4][cH:5][cH:6][cH:7]1)[O:8][c:9]1[c:10](-[c:15]2[cH:16][c:17]([C:20](=[O:21])[NH:22][CH2:23][C:24](=[O:25])[OH:26])[n:18][o:19]2)[cH:11][cH:12][cH:13][cH:14]1.[CH3:46][CH2:47][N:48]=[C:49]=[N:50][CH2:51][CH2:52][CH2:53][N:54]([CH3:55])[CH3:56].[CH:27]([N:28]([CH2:29][CH3:30])[CH:31]([CH3:32])[CH3:33])([CH3:34])[CH3:35].[Cl:59][c:60]1[c:61]([O:62][CH:63]2[CH2:64][CH2:65][NH:66][CH2:67][CH2:68]2)[cH:69][cH:70][cH:71][cH:72]1.[ClH:57].[ClH:58].[O:73]=[CH:74][N:75]([CH3:76])[CH3:77].[OH2:78].[OH:36][n:37]1[c:38]2[c:39]([cH:40][cH:41][cH:42][cH:43]2)[n:44][n:45]1>>[CH2:1]([c:2]1[cH:3][cH:4][cH:5][cH:6][cH:7]1)[O:8][c:9]1[c:10](-[c:15]2[cH:16][c:17]([C:20](=[O:21])[NH:22][CH2:23][C:24](=[O:26])[N:66]3[CH2:65][CH2:64][CH:63]([O:62][c:61]4[c:60]([Cl:59])[cH:72][cH:71][cH:70][cH:69]4)[CH2:68][CH2:67]3)[n:18][o:19]2)[cH:11][cH:12][cH:13][cH:14]1.